This data is from the Open Reaction Database (ORD), a public repository of structured organic reaction records. The task is: describe an organic reaction: reactants, conditions, products, and yield The reactants are Mercuric oxide, S(O)(O)(=O)=O (sulfuric acid), mercuric oxide, C(#C)[C@@]1([C@]2(C)[C@@H](CC1)[C@@H]1CCC3=CC(CC[C@]3(C)C1=CC2)=O)O (17β-Ethynyl-17α-hydroxyandrosta-4,9(11)-dien-3-one). The solvent is O (water), C1CCOC1 (THF), CO (methanol). Run at time 3 hour. The product is O[C@]1(C(C)=O)CC[C@H]2[C@@H]3CCC4=CC(CC[C@]4(C)C3=CC[C@]12C)=O (17α-Hydroxypregna-4,9(11)-diene-3,20-dione). As a reaction SMILES: S(=O)(=O)(O)[OH:2].[C:6]([C@@:8]1([OH:28])[CH2:13][CH2:12][C@H:11]2[C@H:14]3[C:24](=[CH:25][CH2:26][C@:9]12[CH3:10])[C@:22]1([CH3:23])[C:17](=[CH:18][C:19](=[O:27])[CH2:20][CH2:21]1)[CH2:16][CH2:15]3)#[CH:7]>O.C1COCC1.CO>[OH:28][C@:8]1([C@:9]2([CH3:10])[C@H:11]([C@H:14]3[C:24](=[CH:25][CH2:26]2)[C@:22]2([CH3:23])[C:17](=[CH:18][C:19](=[O:27])[CH2:20][CH2:21]2)[CH2:16][CH2:15]3)[CH2:12][CH2:13]1)[C:6](=[O:2])[CH3:7]. Reported procedure: Mercuric oxide red (0.064 g) and concentrated sulfuric acid (0.086 ml) are stirred in water (1 ml) for 75 minutes at 67°. This mercuric oxide mixture is added to a mixture of 17β-ethynyl-17α-hydroxyandrosta-4,9(11)-dien-3-one (II A, Example 2, 0.84 g) in THF (5 ml) and methanol (24 ml) at 38°. This mixture is stirred for 3 hours and then cooled to 20°-25°. The mixture is quenched with phosphate buffer (pH=7, 10 ml) and then filtered to remove the insoluble mercury salts. The phases are separated... Reactants: CC(C)(C)OC(=O)C1(Oc2ccc(NC(=O)C(c3c4c(nn3-c3ccc(Cl)cc3)CCCC4)C3CCCCC3)c(F)c2)CC1, O=CO. Product: O=C(Nc1ccc(OC2(C(=O)O)CC2)cc1F)C(c1c2c(nn1-c1ccc(Cl)cc1)CCCC2)C1CCCCC1. RXN SMILES: [C:1]([CH3:2])([CH3:3])([CH3:4])[O:5][C:6](=[O:7])[C:8]1([O:11][c:12]2[cH:13][c:14]([F:44])[c:15]([NH:18][C:19]([CH:20]([CH:21]3[CH2:22][CH2:23][CH2:24][CH2:25][CH2:26]3)[c:27]3[n:28](-[c:36]4[cH:37][cH:38][c:39]([Cl:42])[cH:40][cH:41]4)[n:29][c:30]4[c:35]3[CH2:34][CH2:33][CH2:32][CH2:31]4)=[O:43])[cH:16][cH:17]2)[CH2:9][CH2:10]1.[CH:45]([OH:46])=[O:47]>>[O:5]=[C:6]([OH:7])[C:8]1([O:11][c:12]2[cH:13][c:14]([F:44])[c:15]([NH:18][C:19]([CH:20]([CH:21]3[CH2:22][CH2:23][CH2:24][CH2:25][CH2:26]3)[c:27]3[n:28](-[c:36]4[cH:37][cH:38][c:39]([Cl:42])[cH:40][cH:41]4)[n:29][c:30]4[c:35]3[CH2:34][CH2:33][CH2:32][CH2:31]4)=[O:43])[cH:16][cH:17]2)[CH2:9][CH2:10]1.